describe an organic reaction: reactants, conditions, products, and yield From a dataset of the Open Reaction Database (ORD), a public repository of structured organic reaction records. The reactants are CN1CCOCC1, COC(=O)C(O)C(N)CC(C)C, CC#N, O=C(Cl)C1CCCCC1, Cl, Cl. The product is COC(=O)C(O)C(CC(C)C)NC(=O)C1CCCCC1. As a reaction SMILES: [CH3:14][N:15]1[CH2:16][CH2:17][O:18][CH2:19][CH2:20]1.[CH3:2][O:3][C:4]([CH:5]([CH:6]([CH2:7][CH:8]([CH3:9])[CH3:10])[NH2:11])[OH:12])=[O:13].[CH3:31][C:32]#[N:33].[CH:21]1([C:27](=[O:28])[Cl:29])[CH2:22][CH2:23][CH2:24][CH2:25][CH2:26]1.[ClH:1].[ClH:30]>>[CH3:2][O:3][C:4]([CH:5]([CH:6]([CH2:7][CH:8]([CH3:9])[CH3:10])[NH:11][C:27]([CH:21]1[CH2:22][CH2:23][CH2:24][CH2:25][CH2:26]1)=[O:28])[OH:12])=[O:13]. The reactants are C1(CC1)C=1C(=C2C(=NC1)N(N=C2\C=C\C=2C=NC=CC2)CC2=CC=C(C=C2)OC)N2CCN(CC2)C(=O)OC(C)(C)C ((E)-tert-butyl 4-(5-cyclopropyl-1-(4-methoxybenzyl)-3-(2-(pyridin-3-yl)vinyl)-1H-pyrazolo[3,4-b]pyridin-4-yl)piperazine-1-carboxylate), C(=O)(C(F)(F)F)O.C(Cl)Cl (TFA CH2Cl2). Conditions: temperature 60 celsius, time 4 hour. The product is Cl.C1(CC1)C=1C(=C2C(=NC1)NN=C2\C=C\C=2C=NC=CC2)N2CCNCC2 ((E)-5-cyclopropyl-4-(piperazin-1-yl)-3-(2-(pyridin-3-yl)vinyl)-1H-pyrazolo[3,4-b]pyridine hydrochloride salt). The yield is 74.0%. RXN SMILES: [CH:1]1([C:4]2[C:5]([N:30]3[CH2:35][CH2:34][N:33](C(OC(C)(C)C)=O)[CH2:32][CH2:31]3)=[C:6]3[C:12](/[CH:13]=[CH:14]/[C:15]4[CH:16]=[N:17][CH:18]=[CH:19][CH:20]=4)=[N:11][N:10](CC4C=CC(OC)=CC=4)[C:7]3=[N:8][CH:9]=2)[CH2:3][CH2:2]1.C(O)(C(F)(F)F)=O.C(Cl)[Cl:51]>>[ClH:51].[CH:1]1([C:4]2[C:5]([N:30]3[CH2:35][CH2:34][NH:33][CH2:32][CH2:31]3)=[C:6]3[C:12](/[CH:13]=[CH:14]/[C:15]4[CH:16]=[N:17][CH:18]=[CH:19][CH:20]=4)=[N:11][NH:10][C:7]3=[N:8][CH:9]=2)[CH2:3][CH2:2]1 |f:1.2,3.4|. Procedure: A solution of (E)-tert-butyl 4-(5-cyclopropyl-1-(4-methoxybenzyl)-3-(2-(pyridin-3-yl)vinyl)-1H-pyrazolo[3,4-b]pyridin-4-yl)piperazine-1-carboxylate (385 mg, 0.68 mmol) in 25% TFA/CH2Cl2 was stirred at room temperature. Then the mixture was concentrated in vacuo, and the residue was evaporated from toluene (3×10 mL). TFA (10 mL) was added to the residue, and the mixture was stirred at 60° C. for 4 hours. The solvent was then removed in vacuo, and the residue was evaporated from toluene (20 mL). T... Starting materials: C(C)(C)(C)OC(=O)N(CC)CCCN(CCCCCCCN(CCCN(CC)C(=O)OC(C)(C)C)C(=O)OC(C)(C)C)C(=O)OC(C)(C)C (3,7,15,19-tetra(t-butoxycarbonyl)-3,7,15,19-tetraazaheneicosane), Cl (HCl). The solvent is CO (methanol). Run at time 8 hour. Product: C(C)NCCCNCCCCCCCNCCCNCC (N,N'-Bis[3-(ethylamino)propyl]-1,7-heptanediamine). The yield is 69.3%. As a reaction SMILES: C(OC([N:8]([CH2:11][CH2:12][CH2:13][N:14](C(OC(C)(C)C)=O)[CH2:15][CH2:16][CH2:17][CH2:18][CH2:19][CH2:20][CH2:21][N:22](C(OC(C)(C)C)=O)[CH2:23][CH2:24][CH2:25][N:26](C(OC(C)(C)C)=O)[CH2:27][CH3:28])[CH2:9][CH3:10])=O)(C)(C)C.Cl>CO>[CH2:27]([NH:26][CH2:25][CH2:24][CH2:23][NH:22][CH2:21][CH2:20][CH2:19][CH2:18][CH2:17][CH2:16][CH2:15][NH:14][CH2:13][CH2:12][CH2:11][NH:8][CH2:9][CH3:10])[CH3:28]. Reported procedure: Treat 3,7,15,19-tetra(t-butoxycarbonyl)-3,7,15,19-tetraazaheneicosane (1.68 gm, 0.0024 mol) with HCl in methanol (50 ml, 1.0N) and stir overnight. Filter the mixture and recrystallize the title compound from methanol/water (20:80, v/v) to yield 0.5 gm of the title compound. Rf is 0.39 on silica gel plates eluted with 40% ammonia (concentrated) in methanol; mp 322°-23° C. with degradation. Starting materials: FC1=C(OC2=CC(=NC=C2)NC(=O)N2CCC(CC2)=O)C=CC(=C1)NC(=S)NC(CC1=CC=CC=C1)=O (4-{2-fluoro-4-[3-(2-phenylacetyl)thioureido]phenoxy}-2-[(4-oxopiperidin-1-yl)carbonylamino]pyridine), Cl.CNC (dimethylamine HCl), C(C)(=O)O[BH-](OC(C)=O)OC(C)=O.[Na+] (sodium triacetoxyborohydride). Run in ClCCl (dichloromethane). Conditions: time 8 hour. Product: CN(C1CCN(CC1)C(=O)NC1=NC=CC(=C1)OC1=C(C=C(C=C1)NC(=S)NC(CC1=CC=CC=C1)=O)F)C (2-{[4-(Dimethylamino)piperidin-1-yl]carbonylamino}-4-{2-fluoro-4-[3-(2-phenylacetyl)thioureido]phenoxy}pyridine). The yield is 56.8%. RXN SMILES: [F:1][C:2]1[CH:24]=[C:23]([NH:25][C:26]([NH:28][C:29](=[O:37])[CH2:30][C:31]2[CH:36]=[CH:35][CH:34]=[CH:33][CH:32]=2)=[S:27])[CH:22]=[CH:21][C:3]=1[O:4][C:5]1[CH:10]=[CH:9][N:8]=[C:7]([NH:11][C:12]([N:14]2[CH2:19][CH2:18][C:17](=O)[CH2:16][CH2:15]2)=[O:13])[CH:6]=1.Cl.[CH3:39][NH:40][CH3:41].C(O[BH-](OC(=O)C)OC(=O)C)(=O)C.[Na+]>ClCCl>[CH3:39][N:40]([CH3:41])[CH:17]1[CH2:18][CH2:19][N:14]([C:12]([NH:11][C:7]2[CH:6]=[C:5]([O:4][C:3]3[CH:21]=[CH:22][C:23]([NH:25][C:26]([NH:28][C:29](=[O:37])[CH2:30][C:31]4[CH:32]=[CH:33][CH:34]=[CH:35][CH:36]=4)=[S:27])=[CH:24][C:2]=3[F:1])[CH:10]=[CH:9][N:8]=2)=[O:13])[CH2:15][CH2:16]1 |f:1.2,3.4|. Procedure details: To a solution of 4-{2-fluoro-4-[3-(2-phenylacetyl)thioureido]phenoxy}-2-[(4-oxopiperidin-1-yl)carbonylamino]pyridine (38 mg) in dichloromethane (2.0 ml) were added dimethylamine HCl (15 mg) and sodium triacetoxyborohydride (40 mg) at room temperature, followed by stirring overnight. The reaction mixture was partitioned between ethyl acetate and a saturated aqueous solution of sodium hydrogencarbonate. The organic layer was washed with a saturated aqueous solution of sodium hydrogencarbonate and ... Reactants: C(=O)O (formic acid), C(C1=CC=CC=C1)N([C@H]1[C@](CCC1)(C(=O)OC)CC)[C@H](C)C1=CC=CC=C1 (methyl (1S,2R)-2-{benzyl[(1R)-1-phenylethyl]amino}-1-ethylcyclopentanecarboxylate). Run in CO (methanol), [Pd] (Pd/C). The product is N[C@H]1[C@](CCC1)(C(=O)OC)CC (methyl (1S,2R)-2-amino-1-ethylcyclopentanecarboxylate). Yield: 70.3%. RXN SMILES: C([N:8]([C@@H](C1C=CC=CC=1)C)[C@@H:9]1[CH2:13][CH2:12][CH2:11][C@:10]1([CH2:18][CH3:19])[C:14]([O:16][CH3:17])=[O:15])C1C=CC=CC=1.C(O)=O>CO.[Pd]>[NH2:8][C@@H:9]1[CH2:13][CH2:12][CH2:11][C@:10]1([CH2:18][CH3:19])[C:14]([O:16][CH3:17])=[O:15]. Procedure: According to the procedure of Example 53, Step 2, using crude methyl (1S,2R)-2-{benzyl[(1R)-1-phenylethyl]amino}-1-ethylcyclopentanecarboxylate (1.103 g), 4.4% formic acid in methanol (30 mL) and 10% Pd/C (2 g), methyl (1S,2R)-2-amino-1-ethylcyclopentanecarboxylate (441 mg, 2.12 mmol, 21%) was obtained as a colorless solid. 1H NMR (400 MHz, DMSO-D6) δ ppm 0.78 (t, J=7.45 Hz, 3H) 1.42 (ddd, J=21.10, 7.58, 7.45 Hz, 1H) 1.50-1.78 (m, 5H) 1.92 (ddd, J=21.03, 7.42 Hz, 1H) 2.01-2.12 (m, 1H) 2.16-2.26 ... Reactants: [BH4-], CCO, CCOC(=O)C(C#N)=Cc1ccc(OCCc2nc(-c3ccccc3Cl)oc2C)cc1, [Na+], C1COCCO1. Yields the product CCOC(=O)C(C#N)Cc1ccc(OCCc2nc(-c3ccccc3Cl)oc2C)cc1. As a reaction SMILES: [BH4-:38].[CH3:40][CH2:41][OH:42].[Cl:1][c:2]1[c:3](-[c:8]2[o:9][c:10]([CH3:31])[c:11]([CH2:13][CH2:14][O:15][c:16]3[cH:17][cH:18][c:19]([CH:20]=[C:21]([C:22](=[O:23])[O:24][CH2:25][CH3:26])[C:27]#[N:28])[cH:29][cH:30]3)[n:12]2)[cH:4][cH:5][cH:6][cH:7]1.[Na+:39].[O:32]1[CH2:33][CH2:34][O:35][CH2:36][CH2:37]1>>[Cl:1][c:2]1[c:3](-[c:8]2[o:9][c:10]([CH3:31])[c:11]([CH2:13][CH2:14][O:15][c:16]3[cH:17][cH:18][c:19]([CH2:20][CH:21]([C:22](=[O:23])[O:24][CH2:25][CH3:26])[C:27]#[N:28])[cH:29][cH:30]3)[n:12]2)[cH:4][cH:5][cH:6][cH:7]1. The reactants are COC=1C=C2C(=CNC2=CC1)CONC(C)=O (O-[(5-Methoxyindol-3-yl)Methyl]-N-Acetylhydroxylamine), C1(CC1)C(=O)Cl (cyclopropanecarboxylic acid chloride). Yields the product COC=1C=C2C(=CNC2=CC1)CONC(=O)C1CC1 (O-[(5-Methoxyindol-3-yl)Methyl]-N-Cyclo-Propylcarbonylhydroxylamine). RXN SMILES: [CH3:1][O:2][C:3]1[CH:4]=[C:5]2[C:9](=[CH:10][CH:11]=1)[NH:8][CH:7]=[C:6]2[CH2:12][O:13][NH:14][C:15](=[O:17])[CH3:16].[CH:18]1(C(Cl)=O)C[CH2:19]1>>[CH3:1][O:2][C:3]1[CH:4]=[C:5]2[C:9](=[CH:10][CH:11]=1)[NH:8][CH:7]=[C:6]2[CH2:12][O:13][NH:14][C:15]([CH:16]1[CH2:19][CH2:18]1)=[O:17]. Reported procedure: By carrying out the procedure in the same manner as for the synthesis of the compound of Example 13, but replacing the acetic acid chloride with cyclopropanecarboxylic acid chloride, the title compound is obtained. Reactants: O=CN(CC1(C(=O)NNc2nccc(C(F)(F)F)n2)CCCCC1)OCc1ccccc1, CCO. Product: O=CN(O)CC1(C(=O)NNc2nccc(C(F)(F)F)n2)CCCCC1. Reaction SMILES: [CH2:1]([c:2]1[cH:3][cH:4][cH:5][cH:6][cH:7]1)[O:8][N:9]([CH:10]=[O:11])[CH2:12][C:13]1([C:19](=[O:20])[NH:21][NH:22][c:23]2[n:24][cH:25][cH:26][c:27]([C:29]([F:30])([F:31])[F:32])[n:28]2)[CH2:14][CH2:15][CH2:16][CH2:17][CH2:18]1.[CH3:33][CH2:34][OH:35]>>[OH:8][N:9]([CH:10]=[O:11])[CH2:12][C:13]1([C:19](=[O:20])[NH:21][NH:22][c:23]2[n:24][cH:25][cH:26][c:27]([C:29]([F:30])([F:31])[F:32])[n:28]2)[CH2:14][CH2:15][CH2:16][CH2:17][CH2:18]1.